Dataset: the Open Reaction Database (ORD), a public repository of structured organic reaction records. Task: describe an organic reaction: reactants, conditions, products, and yield Reactants: BrC=1C=C2C=CC(=CC2=CC1)C(=O)Cl (6-Bromo-naphthalene-2-carbonyl chloride), NC1=CC=C2CC(CNC2=C1)CO ((7-amino-1,2,3,4-tetrahydro-quinolin-3-yl)-methanol). Yields the product OCC1CNC2=CC(=CC=C2C1)NC(=O)C1=CC2=CC=C(C=C2C=C1)Br (6-Bromo-naphthalene-2-carboxylic acid (3-hydroxymethyl-1,2,3,4-tetrahydro-quinolin-7-yl)-amide). Reaction SMILES: [Br:1][C:2]1[CH:3]=[C:4]2[C:9](=[CH:10][CH:11]=1)[CH:8]=[C:7]([C:12](Cl)=[O:13])[CH:6]=[CH:5]2.[NH2:15][C:16]1[CH:25]=[C:24]2[C:19]([CH2:20][CH:21]([CH2:26][OH:27])[CH2:22][NH:23]2)=[CH:18][CH:17]=1>>[OH:27][CH2:26][CH:21]1[CH2:20][C:19]2[C:24](=[CH:25][C:16]([NH:15][C:12]([C:7]3[CH:6]=[CH:5][C:4]4[C:9](=[CH:10][CH:11]=[C:2]([Br:1])[CH:3]=4)[CH:8]=3)=[O:13])=[CH:17][CH:18]=2)[NH:23][CH2:22]1. Reported procedure: This material was prepared analogous to the procedure described for Example 1(c). 6-Bromo-naphthalene-2-carbonyl chloride, Example 2(a), (258 mg, 0.96 mmol) reacted with (7-amino-1,2,3,4-tetrahydro-quinolin-3-yl)-methanol (171 mg, 0.96 mmol, prepared according to the procedure described in WO03049702) to give the title compound as an light-brown amorphous solid. MS (ESI, pos. ion) m/z: 413 (M+1). The reactants are C(CCCCCCCCCCC)N (dodecylamine), Cl.OC1[C@H](N)[C@@H](O)[C@H](O)[C@H](O1)CO (glucosamine hydrochloride). Product: Cl.C(CCCCCCCCCCC)NC1[C@@H]([C@@H](O)[C@H](O)[C@H](O1)CO)N (N-Dodecyl-N-(2-amino-2-deoxy-glucopyranosyl)-amine hydrochloride). RXN SMILES: [CH2:1]([NH2:13])[CH2:2][CH2:3][CH2:4][CH2:5][CH2:6][CH2:7][CH2:8][CH2:9][CH2:10][CH2:11][CH3:12].[ClH:14].O[CH:16]1[O:24][C@H:23]([CH2:25][OH:26])[C@@H:21]([OH:22])[C@H:19]([OH:20])[C@H:17]1[NH2:18]>>[ClH:14].[CH2:1]([NH:13][CH:16]1[O:24][C@H:23]([CH2:25][OH:26])[C@@H:21]([OH:22])[C@H:19]([OH:20])[C@H:17]1[NH2:18])[CH2:2][CH2:3][CH2:4][CH2:5][CH2:6][CH2:7][CH2:8][CH2:9][CH2:10][CH2:11][CH3:12] |f:1.2,3.4|. Procedure: 46 g of dodecylamine were melted at 60° and 31 g of glucosamine hydrochloride were added, with stirring. After cooling to room temperature, the product precipitated. The solid was extracted three times by stirring with ether and filtered off with suction and then dried under a high vacuum. The reactants are FC(C1=CC=C(CBr)C=C1)(F)F (4-(trifluoromethyl)benzyl bromide), C(C)(C)(C)OC(=O)N1CCC(CC1)CCO (1-(tert-butoxycarbonyl)-4-(2-hydroxyethyl)piperidine), [H-].[Na+] (NaH), Alkoxide, [NH4+].[Cl-] (NH4Cl). The solvent is C1CCOC1 (THF). Reaction conditions: time 2 hour. The product is C(C)(C)(C)OC(=O)N1CCC(CC1)CCOCC1=CC=C(C=C1)C(F)(F)F (1-(tert-Butoxycarbonyl)-4-[2-[4-(trifluoromethyl)benzyloxy]ethyl]piperidine). RXN SMILES: [C:1]([O:5][C:6]([N:8]1[CH2:13][CH2:12][CH:11]([CH2:14][CH2:15][OH:16])[CH2:10][CH2:9]1)=[O:7])([CH3:4])([CH3:3])[CH3:2].[H-].[Na+].[F:19][C:20]([F:30])([F:29])[C:21]1[CH:28]=[CH:27][C:24]([CH2:25]Br)=[CH:23][CH:22]=1.[NH4+].[Cl-]>C1COCC1>[C:1]([O:5][C:6]([N:8]1[CH2:13][CH2:12][CH:11]([CH2:14][CH2:15][O:16][CH2:25][C:24]2[CH:23]=[CH:22][C:21]([C:20]([F:19])([F:29])[F:30])=[CH:28][CH:27]=2)[CH2:10][CH2:9]1)=[O:7])([CH3:4])([CH3:3])[CH3:2] |f:1.2,4.5|. Procedure: A solution of 1-(tert-butoxycarbonyl)-4-(2-hydroxyethyl)piperidine (302 mg, 1.32 mmol) in anhydrous THF (10 mL) was cooled to 0° C., and NaH (60% dispersion in oil, 63 mg, 1.58 mmol, 1.2 equiv.) was added all at once. Alkoxide formation was effected by stirring at room temperature for 2 h under N2, then 4-(trifluoromethyl)benzyl bromide (378 mg, 1.58 mmol, 1.2 equiv.) was added. The mixture was stirred at room temperature overnight. Saturated aqueous NH4Cl solution was added, and the product was... The reactants are solution, C(C)[Mg]Br (ethyl magnesium bromide), ClC1=C(CN(C2=C1N=CC=1N2CN(C1)OC)CCC)C (4-chloro-8-methoxy-3-methyl-1-propyl-imidazo[1,5-a]pyrido[3,2-e]pyrazine). The solvent is O1CCCC1 (tetrahydrofurane), O1CCCC1 (tetrahydrofurane). Run at time 4 hour. The product is C(C)C1=C(CN(C2=C1N=CC=1N2CN(C1)OC)CCC)C (4-ethyl-8-methoxy-3-methyl-1-propyl-imidazo[1,5-a]pyrido[3,2-e]pyrazine). RXN SMILES: Cl[C:2]1[C:7]2[N:8]=[CH:9][C:10]3[N:11]([CH2:12][N:13]([O:15][CH3:16])[CH:14]=3)[C:6]=2[N:5]([CH2:17][CH2:18][CH3:19])[CH2:4][C:3]=1[CH3:20].[CH2:21]([Mg]Br)[CH3:22]>O1CCCC1>[CH2:21]([C:2]1[C:7]2[N:8]=[CH:9][C:10]3[N:11]([CH2:12][N:13]([O:15][CH3:16])[CH:14]=3)[C:6]=2[N:5]([CH2:17][CH2:18][CH3:19])[CH2:4][C:3]=1[CH3:20])[CH3:22]. Reported procedure: 7 g of intermediate A1 are suspended in 150 ml tetrahydrofurane. 30 ml of a solution of ethyl magnesium bromide in tetrahydrofurane (3 M) are added. The mixture is stirred for 4 hours at room temperature. After filtration the solvent is removed. The crude product is purified by preparative HPLC. The reactants are CCN=C=NCCCN(C)C (EDCI), CCN(C(C)C)C(C)C (DIPEA), C(C1=CC=CC=C1)O (benzyl alcohol), N([C@@H](C(C)(C)C)C(=O)O)C(=O)OC(C)(C)C (Boc-Tle-OH). Reagents/catalysts: CN(C)C=1C=CN=CC1 (DMAP). Run in ClCCl (dichloromethane). Run at time 12 hour. Product: C(C1=CC=CC=C1)[C@@](C(=O)O)(C(C)(C)C)NC(=O)OC(C)(C)C ((S)-benzyl 2-(tert-butoxycarbonylamino)-3,3-dimethylbutanoic acid). Yield: 93.5%. As a reaction SMILES: [NH:1]([C:10]([O:12][C:13]([CH3:16])([CH3:15])[CH3:14])=[O:11])[C@H:2]([C:7]([OH:9])=[O:8])[C:3]([CH3:6])([CH3:5])[CH3:4].CCN=C=NCCCN(C)C.CCN(C(C)C)C(C)C.[CH2:37](O)[C:38]1[CH:43]=[CH:42][CH:41]=[CH:40][CH:39]=1>ClCCl.CN(C1C=CN=CC=1)C>[CH2:37]([C@:2]([NH:1][C:10]([O:12][C:13]([CH3:16])([CH3:15])[CH3:14])=[O:11])([C:3]([CH3:6])([CH3:5])[CH3:4])[C:7]([OH:9])=[O:8])[C:38]1[CH:43]=[CH:42][CH:41]=[CH:40][CH:39]=1. Reported procedure: Boc-Tle-OH (4.8 g, 22.3 mmol) was dissolved in dichloromethane (50 mL), and EDCI (4.3 g, 44.6 mmol), DMAP (0.6 g, 4.46 mmol), DIPEA (16 mL, 89.2 mmol), and benzyl alcohol (5 mL, 44.6 mmol) were added dropwise. The mixture was stirred at room temperature for 12 hours. The mixture was washed several times with an aqueous solution of 5% citric acid. The organic layer was dried over sodium sulfate, and filtered and distilled under reduced pressure to obtain the title compound as yellow oil (6.7 g, 9...